Dataset: the Open Reaction Database (ORD), a public repository of structured organic reaction records. Task: describe an organic reaction: reactants, conditions, products, and yield The reactants are C1CC(N2C(CCC12)=O)=O (tetrahydro-pyrrolizine-3,5-dione), O(C1=CC=CC=C1)C=1C=C(CCl)C=CC1 (3-phenoxybenzyl chloride). The product is O=C(CCC1CCC(N1)=O)CC1=CC(=CC=C1)OC1=CC=CC=C1 (5-[3-oxo-4-(3-phenoxy-phenyl)-butyl]-pyrrolidin-2-one). Isolated yield 61.1%. RXN SMILES: [CH2:1]1[CH:8]2[N:4]([C:5](=[O:9])[CH2:6][CH2:7]2)[C:3](=[O:10])[CH2:2]1.[O:11]([C:18]1[CH:19]=[C:20]([CH:23]=[CH:24][CH:25]=1)[CH2:21]Cl)[C:12]1[CH:17]=[CH:16][CH:15]=[CH:14][CH:13]=1>>[O:9]=[C:5]([CH2:21][C:20]1[CH:23]=[CH:24][CH:25]=[C:18]([O:11][C:12]2[CH:17]=[CH:16][CH:15]=[CH:14][CH:13]=2)[CH:19]=1)[CH2:6][CH2:7][CH:8]1[NH:4][C:3](=[O:10])[CH2:2][CH2:1]1. Reported procedure: Analogous to the procedure described for Example 1B, Step A, tetrahydro-pyrrolizine-3,5-dione (650 mg, 4.68 mmol) and 3-phenoxybenzyl chloride (1.20 g, 5.49 mmol) were reacted over 3.5 h to provide 5-[3-oxo-4-(3-phenoxy-phenyl)-butyl]-pyrrolidin-2-one (924 mg). 1H NMR (CDCl3) δ7.30 (m, 3H), 7.10 (m, 1H), 6.99 (m, 2H), 6.92-6.84 (m, 3H), 3.66 (s, 2H), 3.57 (m, 1H), 2.52 (t, 2H), 2.27 (m, 2H), 2.17 (m, 1H), 1.80-1.58 (m, 3H). Starting materials: C(C)C(C#N)(CC1OC1)C1=CC=CC=C1 (α-ethyl-α-phenyloxiranepropanenitrile), C(C)(C)N (isopropylamine). Solvent: C(C)O (ethanol). Yields the product C(C)C1(CC(OC1=N)CNC(C)C)C1=CC=CC=C1 (4-ethyltetrahydro-5-imino-N-(1-methylethyl)-4-phenyl-2-furanmethanamine). As a reaction SMILES: [CH2:1]([C:3]([C:10]1[CH:15]=[CH:14][CH:13]=[CH:12][CH:11]=1)([CH2:6][CH:7]1[CH2:9][O:8]1)[C:4]#[N:5])[CH3:2].[CH:16]([NH2:19])([CH3:18])[CH3:17]>C(O)C>[CH2:1]([C:3]1([C:10]2[CH:11]=[CH:12][CH:13]=[CH:14][CH:15]=2)[C:4](=[NH:5])[O:8][CH:7]([CH2:9][NH:19][CH:16]([CH3:18])[CH3:17])[CH2:6]1)[CH3:2]. Procedure: A solution of α-ethyl-α-phenyloxiranepropanenitrile and isopropylamine in ethanol is placed in a pressure bottle and heated overnight in a steam bath. After cooling, the bottle is opened and the solvent removed in vacuo. Solvent-solvent extraction by the method described in Example 4 yields the title compound. Yields the product CC(=O)OCCC(C)C. As a reaction SMILES: [CH2:10]([CH2:11][CH:12]([CH3:13])[CH3:14])[OH:15].[CH2:26]([OH:27])[CH2:28][CH2:29][CH3:30].[CH3:1].[CH3:2][C:3]([O-:4])=[O:5].[CH3:6][C:7](=[O:8])[Cl:9].[Cl:23][CH2:24][Cl:25].[ClH:22].[cH:16]1[cH:17][cH:18][n:19][cH:20][cH:21]1>>[CH3:2][C:3](=[O:4])[O:5][CH2:10][CH2:11][CH:12]([CH3:13])[CH3:14]. Reactants: CC(C)CCO, CCCCO, [CH3], CC(=O)[O-], CC(=O)Cl, ClCCl, Cl, c1ccncc1. Starting materials: CCN1CCN(C(=O)c2ccc(NC(=O)N3CCc4c(-c5cnc(N(Cc6ccc(OC)cc6)Cc6ccc(OC)cc6)nc5)nc(N5CCOCC5)nc43)c(C)c2)CC1, COc1ccc(CN(Cc2ccc(OC)cc2)c2ncc(-c3nc(N4CCOCC4)nc4c3CCN4)cn2)cc1, CCN1CCN(C(=O)c2ccc(N)c(C)c2)CC1. Yields the product CCN1CCN(C(=O)c2ccc(NC(=O)N3CCc4c(-c5cnc(N)nc5)nc(N5CCOCC5)nc43)c(C)c2)CC1. As a reaction SMILES: [CH2:59]([CH3:60])[N:61]1[CH2:62][CH2:63][N:64]([C:67](=[O:68])[c:69]2[cH:70][c:71]([CH3:118])[c:72]([NH:75][C:76](=[O:77])[N:78]3[CH2:79][CH2:80][c:81]4[c:82]3[n:83][c:84]([N:112]3[CH2:113][CH2:114][O:115][CH2:116][CH2:117]3)[n:85][c:86]4-[c:87]3[cH:88][n:89][c:90]([N:93]([CH2:94][c:95]4[cH:96][cH:97][c:98]([O:99][CH3:100])[cH:101][cH:102]4)[CH2:103][c:104]4[cH:105][cH:106][c:107]([O:108][CH3:109])[cH:110][cH:111]4)[n:91][cH:92]3)[cH:73][cH:74]2)[CH2:65][CH2:66]1.[CH3:1][O:2][c:3]1[cH:4][cH:5][c:6]([CH2:7][N:8]([CH2:9][c:10]2[cH:11][cH:12][c:13]([O:14][CH3:15])[cH:16][cH:17]2)[c:18]2[n:19][cH:20][c:21](-[c:22]3[c:23]4[c:27]([n:28][c:29]([N:30]5[CH2:31][CH2:32][O:33][CH2:34][CH2:35]5)[n:36]3)[NH:26][CH2:25][CH2:24]4)[cH:37][n:38]2)[cH:39][cH:40]1.[NH2:41][c:42]1[cH:43][cH:44][c:45]([C:46]([N:47]2[CH2:48][CH2:49][N:50]([CH2:51][CH3:52])[CH2:53][CH2:54]2)=[O:55])[cH:56][c:57]1[CH3:58]>>[CH2:59]([CH3:60])[N:61]1[CH2:62][CH2:63][N:64]([C:67](=[O:68])[c:69]2[cH:70][c:71]([CH3:118])[c:72]([NH:75][C:76](=[O:77])[N:78]3[CH2:79][CH2:80][c:81]4[c:82]3[n:83][c:84]([N:112]3[CH2:113][CH2:114][O:115][CH2:116][CH2:117]3)[n:85][c:86]4-[c:87]3[cH:88][n:89][c:90]([NH2:93])[n:91][cH:92]3)[cH:73][cH:74]2)[CH2:65][CH2:66]1. Reagents/catalysts: [Pd].C1(=CC=CC=C1)P(C1=CC=CC=C1)C1=CC=CC=C1.C1(=CC=CC=C1)P(C1=CC=CC=C1)C1=CC=CC=C1.C1(=CC=CC=C1)P(C1=CC=CC=C1)C1=CC=CC=C1.C1(=CC=CC=C1)P(C1=CC=CC=C1)C1=CC=CC=C1 (tetrakis(triphenylphosphine)-palladium). The solvent is COCCOC (1,2-dimethoxyethane), C(C)(=O)OCC (ethyl acetate). Product: C(C)OC1=CC(=NC=C1)C=1C=C(C=CC1)[N+](=O)[O-] (3-(4-ethoxypyridin-2-yl)nitrobenzene). Reaction conditions: temperature 90 celsius, time 8 hour. Yield: 83.5%. Reaction SMILES: Br[C:2]1[CH:7]=[C:6]([O:8][CH2:9][CH3:10])[CH:5]=[CH:4][N:3]=1.[N+:11]([C:14]1[CH:15]=[C:16](B(O)O)[CH:17]=[CH:18][CH:19]=1)([O-:13])=[O:12].C(=O)([O-])[O-].[Na+].[Na+]>COCCOC.C(OCC)(=O)C.[Pd].C1(P(C2C=CC=CC=2)C2C=CC=CC=2)C=CC=CC=1.C1(P(C2C=CC=CC=2)C2C=CC=CC=2)C=CC=CC=1.C1(P(C2C=CC=CC=2)C2C=CC=CC=2)C=CC=CC=1.C1(P(C2C=CC=CC=2)C2C=CC=CC=2)C=CC=CC=1>[CH2:9]([O:8][C:6]1[CH:5]=[CH:4][N:3]=[C:2]([C:18]2[CH:19]=[C:14]([N+:11]([O-:13])=[O:12])[CH:15]=[CH:16][CH:17]=2)[CH:7]=1)[CH3:10] |f:2.3.4,7.8.9.10.11|. The reactants are BrC1=NC=CC(=C1)OCC (2-bromo-4-ethoxypyridine), [N+](=O)([O-])C=1C=C(C=CC1)B(O)O (3-nitrophenylboronic acid), aqueous solution, C([O-])([O-])=O.[Na+].[Na+] (sodium carbonate). Procedure: To a suspension of 2-bromo-4-ethoxypyridine (879 mg), 3-nitrophenylboronic acid (944 mg) and tetrakis(triphenylphosphine)-palladium (251 mg) in 1,2-dimethoxyethane (20 ml) was added 2M aqueous solution of sodium carbonate (5.66 ml). The mixture was stirred at 90° C. for 8 hours under a nitrogen atmosphere, then cooled to room temperature and diluted with ethyl acetate. The organic layer was separated, washed with water and brine and dried over sodium sulfate. The solvent was evaporated under red...